This data is from the Open Reaction Database (ORD), a public repository of structured organic reaction records. The task is: describe an organic reaction: reactants, conditions, products, and yield The reactants are COC=1SC=CC1C (2-methoxy-3-methyl-thiophene), COCCO (2-methoxy-ethanol), S(=O)(=O)(O)[O-].[Na+] (sodium hydrogen sulfate). The solvent is C1(=CC=CC=C1)C (toluene), C(C)(=O)OCC (ethyl acetate). Product: COCCOC=1SC=CC1C (2-(2-Methoxy-ethoxy)-3-methyl-thiophene). The yield is 48.6%. As a reaction SMILES: [CH3:1][O:2][C:3]1[S:4][CH:5]=[CH:6][C:7]=1[CH3:8].[CH3:9][O:10][CH2:11]CO.S([O-])(O)(=O)=O.[Na+]>C1(C)C=CC=CC=1.C(OCC)(=O)C>[CH3:9][O:10][CH2:11][CH2:1][O:2][C:3]1[S:4][CH:5]=[CH:6][C:7]=1[CH3:8] |f:2.3|. Reported procedure: 2-methoxy-3-methyl-thiophene, (1.5 g, 11.7 mmol) 2-methoxy-ethanol (3.8 g, 50.5 mmol, 4.3 equiv.) and sodium hydrogen sulfate anhydrous (100 mg, 0.833 mmol, 0.07 equiv.) were stirred in toluene at 120° C. for 3.5 hours. The mixture was diluted with ethyl acetate and extracted with sodium bicarbonate solution. The organic solvent washed with brine, dried over magnesium sulfate dihydrate, filtered and evaporated. After Kugelrohr distillation, 980 mg of the title compound were obtained as a light y... The reactants are [N+]12(CC[N+](CC1)(CC2)F)CCl.[B-](F)(F)(F)F.[B-](F)(F)(F)F, c1(c2cnccn2)ccc(cc1)C. Reagents/catalysts: [N+](=O)([O-])[O-].[Ag+] (AgNO3), c1ccc(cc1)-c2c3ccccc3cc4ccccc24 (9-Phenylanthracene), 1000007947. Solvent: CC#N (MeCN). Reaction conditions: temperature 35 celsius, time 18 hour. Yields the product FCc1ccc(cc1)c2cnccn2. RXN SMILES: [CH3:1][c:2]1[cH:7][cH:6][c:5]([c:8]2[n:13][cH:12][cH:11][n:10][cH:9]2)[cH:4][cH:3]1.[F:14][B-](F)(F)F.F[B-](F)(F)F.F[N+]1(CC[N+]2(CCl)CC1)CC2>>[F:14][CH2:1][c:2]1[cH:7][cH:6][c:5]([c:8]2[n:13][cH:12][cH:11][n:10][cH:9]2)[cH:4][cH:3]1. Starting materials: BrC=1C=2C3=C(C(NC2C=CC1OC)=O)SC=C3 (9-bromo-8-methoxythieno[2,3-c]quinolin-4(5H)-one), FC1=C(CCNC(OC(C)(C)C)=O)C=CC(=C1)B1OC(C(O1)(C)C)(C)C (tert-butyl 2-fluoro-4-(4,4,5,5-tetramethyl-1,3,2-dioxaborolan-2-yl)phenethylcarbamate). The product is FC1=C(CCNC(OC(C)(C)C)=O)C=CC(=C1)C=1C=2C3=C(C(NC2C=CC1OC)=O)SC=C3 (tert-Butyl 2-fluoro-4-(8-methoxy-4-oxo-4,5-dihydrothieno[2,3-c]quinolin-9-yl)phenethylcarbamate). Isolated yield 66.7%. As a reaction SMILES: Br[C:2]1[C:3]2[C:4]3[CH:17]=[CH:16][S:15][C:5]=3[C:6](=[O:14])[NH:7][C:8]=2[CH:9]=[CH:10][C:11]=1[O:12][CH3:13].[F:18][C:19]1[CH:34]=[C:33](B2OC(C)(C)C(C)(C)O2)[CH:32]=[CH:31][C:20]=1[CH2:21][CH2:22][NH:23][C:24](=[O:30])[O:25][C:26]([CH3:29])([CH3:28])[CH3:27]>>[F:18][C:19]1[CH:34]=[C:33]([C:2]2[C:3]3[C:4]4[CH:17]=[CH:16][S:15][C:5]=4[C:6](=[O:14])[NH:7][C:8]=3[CH:9]=[CH:10][C:11]=2[O:12][CH3:13])[CH:32]=[CH:31][C:20]=1[CH2:21][CH2:22][NH:23][C:24](=[O:30])[O:25][C:26]([CH3:29])([CH3:28])[CH3:27]. Reported procedure: Following General Procedure B, 9-bromo-8-methoxythieno[2,3-c]quinolin-4(5H)-one (1.5 g, 4.8 mmol) was reacted with tert-butyl 2-fluoro-4-(4,4,5,5-tetramethyl-1,3,2-dioxaborolan-2-yl)phenethylcarbamate (2.6 g, 7.3 mmol) to afford the desired product (1.5 g, 65%) as a brown solid: ESI MS m/z 469 [C25H25FN2O4S+H]+. Reactants: ClC=1N=C(C2=C(N1)C=CC(=N2)CN2CC(C2)C2CCOCC2)N2CCOCC2 (4-(2-chloro-6-((3-(tetrahydro-2H-pyran-4-yl)azetidin-1-yl)methyl)pyrido[3,2-d]pyrimidin-4-yl)morpholine), [Si](C)(C)(C(C)(C)C)N1C=CC2=C(C(=CC=C12)F)B1OC(C(O1)(C)C)(C)C (1-(tert-butyldimethylsilyl)-5-fluoro-4-(4,4,5,5-tetramethyl-1,3,2-dioxaborolan-2-yl)-1H-indole). Product: FC=1C(=C2C=CNC2=CC1)C=1N=C(C2=C(N1)C=CC(=N2)CN2CC(C2)C2CCOCC2)N2CCOCC2 (4-(2-(5-fluoro-1H-indol-4-yl)-6-((3-(tetrahydro-2H-pyran-4-yl)azetidin-1-yl)methyl)pyrido[3,2-d]pyrimidin-4-yl)morpholine). As a reaction SMILES: Cl[C:2]1[N:3]=[C:4]([N:23]2[CH2:28][CH2:27][O:26][CH2:25][CH2:24]2)[C:5]2[N:11]=[C:10]([CH2:12][N:13]3[CH2:16][CH:15]([CH:17]4[CH2:22][CH2:21][O:20][CH2:19][CH2:18]4)[CH2:14]3)[CH:9]=[CH:8][C:6]=2[N:7]=1.[Si]([N:36]1[C:44]2[C:39](=[C:40](B3OC(C)(C)C(C)(C)O3)[C:41]([F:45])=[CH:42][CH:43]=2)[CH:38]=[CH:37]1)(C(C)(C)C)(C)C>>[F:45][C:41]1[C:40]([C:2]2[N:3]=[C:4]([N:23]3[CH2:28][CH2:27][O:26][CH2:25][CH2:24]3)[C:5]3[N:11]=[C:10]([CH2:12][N:13]4[CH2:16][CH:15]([CH:17]5[CH2:22][CH2:21][O:20][CH2:19][CH2:18]5)[CH2:14]4)[CH:9]=[CH:8][C:6]=3[N:7]=2)=[C:39]2[C:44](=[CH:43][CH:42]=1)[NH:36][CH:37]=[CH:38]2. Procedure: Crude 4-(2-chloro-6-((3-(tetrahydro-2H-pyran-4-yl)azetidin-1-yl)methyl)pyrido[3,2-d]pyrimidin-4-yl)morpholine (0.1 g) was reacted with 1-(tert-butyldimethylsilyl)-5-fluoro-4-(4,4,5,5-tetramethyl-1,3,2-dioxaborolan-2-yl)-1H-indole via General Procedure A to produce 49 mg of 111 following reverse phase HPLC purification. Starting materials: CN1CCC(=O)CC1, CC(=O)O, Nc1ncc(-c2ccc3[nH]ccc3c2)cc1OCc1c(Cl)cccc1Cl, O=C(O)C(F)(F)F. The product is CN1CC=C(c2c[nH]c3ccc(-c4cnc(N)c(OCc5c(Cl)cccc5Cl)c4)cc23)CC1. RXN SMILES: [CH3:27][N:28]1[CH2:29][CH2:30][C:31](=[O:34])[CH2:32][CH2:33]1.[CH3:35][C:36](=[O:37])[OH:38].[Cl:1][c:2]1[c:3]([CH2:4][O:5][c:6]2[c:7]([NH2:21])[n:8][cH:9][c:10](-[c:12]3[cH:13][c:14]4[cH:15][cH:16][nH:17][c:18]4[cH:19][cH:20]3)[cH:11]2)[c:22]([Cl:26])[cH:23][cH:24][cH:25]1.[OH:39][C:40]([C:41]([F:42])([F:43])[F:44])=[O:45]>>[Cl:1][c:2]1[c:3]([CH2:4][O:5][c:6]2[c:7]([NH2:21])[n:8][cH:9][c:10](-[c:12]3[cH:13][c:14]4[c:15]([C:31]5=[CH:30][CH2:29][N:28]([CH3:27])[CH2:33][CH2:32]5)[cH:16][nH:17][c:18]4[cH:19][cH:20]3)[cH:11]2)[c:22]([Cl:26])[cH:23][cH:24][cH:25]1. Reactants: CCOCCOc1nc(N)c2nc(OC)n(CC3CCOCC3)c2n1, C1COCCO1, CO, Cl, [Na+], [OH-]. Product: CCOCCOc1nc(N)c2[nH]c(=O)n(CC3CCOCC3)c2n1. As a reaction SMILES: [CH2:1]([CH3:2])[O:3][CH2:4][CH2:5][O:6][c:7]1[n:8][c:9]([NH2:25])[c:10]2[n:11][c:12]([O:23][CH3:24])[n:13]([CH2:16][CH:17]3[CH2:18][CH2:19][O:20][CH2:21][CH2:22]3)[c:14]2[n:15]1.[CH2:31]1[O:32][CH2:33][CH2:34][O:35][CH2:36]1.[CH3:29][OH:30].[ClH:26].[Na+:28].[OH-:27]>>[CH2:1]([CH3:2])[O:3][CH2:4][CH2:5][O:6][c:7]1[n:8][c:9]([NH2:25])[c:10]2[nH:11][c:12](=[O:23])[n:13]([CH2:16][CH:17]3[CH2:18][CH2:19][O:20][CH2:21][CH2:22]3)[c:14]2[n:15]1. Starting materials: ClC=1SC=CC1C(=O)C1=CC2=CC=CC=C2C=C1 ((2-chlorothiophen-3-yl)-(naphthalen-2-yl)-methanone), O.NN (hydrazine monohydrate). Solvent: C(C)(=O)OCC (ethyl acetate), C(C)O (ethanol). Product: C1=C(C=CC2=CC=CC=C12)C=1C2=C(NN1)SC=C2 (3-(Naphthalen-2-yl)-1H-thieno[2,3-c]pyrazole). As a reaction SMILES: Cl[C:2]1[S:3][CH:4]=[CH:5][C:6]=1[C:7]([C:9]1[CH:18]=[CH:17][C:16]2[C:11](=[CH:12][CH:13]=[CH:14][CH:15]=2)[CH:10]=1)=O.O.[NH2:20][NH2:21]>C(O)C.C(OCC)(=O)C>[CH:10]1[C:11]2[C:16](=[CH:15][CH:14]=[CH:13][CH:12]=2)[CH:17]=[CH:18][C:9]=1[C:7]1[C:6]2[CH:5]=[CH:4][S:3][C:2]=2[NH:20][N:21]=1 |f:1.2|. Reported procedure: To a solution of 0.61 g of (2-chlorothiophen-3-yl)-(naphthalen-2-yl)-methanone in 6 mL of ethanol was added 0.12 mL of hydrazine monohydrate at room temperature and heated under reflux for 2 days. The reaction solution was diluted with ethyl acetate, and the organic layer washed successively with saturated aqueous ammonium chloride and saturated brine, dried over anhydrous magnesium sulfate, and the solvent was evaporated. The resultant crude product was purified and separated by silica gel colu... The reactants are C(C)(=O)O (Acetic acid), CC=1N(C(=C([C@H](C1C(=O)O)C1=CC(=CC=C1)[N+](=O)[O-])C(=O)OCOC(C(C)(C)C)=O)C)COC ((S)-1,4-dihydro-2,6-dimethyl-1-methoxymethyl-4-(3-nitrophenyl)-5-pivaloyloxymethoxycarbonyl-3-pyridinecarboxylic acid), solution, [N+](=[N-])=C (diazomethane). Solvent: ClCCl (dichloromethane), C(C)OCC (diethyl ether). Conditions: time 1 hour. Product: CC=1N(C(=C([C@H](C1C(=O)OC)C1=CC(=CC=C1)[N+](=O)[O-])C(=O)OCOC(C(C)(C)C)=O)C)COC ((S)-methyl pivaloyloxymethyl 1,4-dihydro-2,6- dimethyl-1-methoxymethyl-4-(3-nitrophenyl)-3,5-pyridinedi-carboxylate). Yield: 94.0%. RXN SMILES: [CH3:1][C:2]1[N:3]([CH2:32][O:33][CH3:34])[C:4]([CH3:31])=[C:5]([C:20]([O:22][CH2:23][O:24][C:25](=[O:30])[C:26]([CH3:29])([CH3:28])[CH3:27])=[O:21])[C@@H:6]([C:11]2[CH:16]=[CH:15][CH:14]=[C:13]([N+:17]([O-:19])=[O:18])[CH:12]=2)[C:7]=1[C:8]([OH:10])=[O:9].[N+](=[CH2:37])=[N-].C(O)(=O)C>ClCCl.C(OCC)C>[CH3:1][C:2]1[N:3]([CH2:32][O:33][CH3:34])[C:4]([CH3:31])=[C:5]([C:20]([O:22][CH2:23][O:24][C:25](=[O:30])[C:26]([CH3:27])([CH3:28])[CH3:29])=[O:21])[C@@H:6]([C:11]2[CH:16]=[CH:15][CH:14]=[C:13]([N+:17]([O-:19])=[O:18])[CH:12]=2)[C:7]=1[C:8]([O:10][CH3:37])=[O:9]. Reported procedure: In 2 ml of dichloromethane was dissolved 476 mg of (S)-1,4-dihydro-2,6-dimethyl-1-methoxymethyl-4-(3-nitrophenyl)-5-pivaloyloxymethoxycarbonyl-3-pyridinecarboxylic acid obtained in Example 3 or 4, and 6 ml of a 0.5M solution of diazomethane in diethyl ether was added to the solution under cooling with ice, followed by stirring for 1 hour. Acetic acid was added to the reaction mixture until the yellow color disappeared, and the reaction mixture was concentrated. The residue was purified by short ... Reactants: CCN(C(C)C)C(C)C, CCCCO, NC1CC1, Nc1nc2cc(C(F)(F)F)cc(Cl)n2n1. Product: Nc1nc2cc(C(F)(F)F)cc(NC3CC3)n2n1. RXN SMILES: [CH2:20]([N:21]([CH:22]([CH3:23])[CH3:24])[CH:25]([CH3:26])[CH3:27])[CH3:28].[CH2:29]([OH:30])[CH2:31][CH2:32][CH3:33].[CH:16]1([NH2:19])[CH2:17][CH2:18]1.[Cl:1][c:2]1[cH:3][c:4]([C:12]([F:13])([F:14])[F:15])[cH:5][c:6]2[n:7]1[n:8][c:9]([NH2:11])[n:10]2>>[c:2]1([NH:19][CH:16]2[CH2:17][CH2:18]2)[cH:3][c:4]([C:12]([F:13])([F:14])[F:15])[cH:5][c:6]2[n:7]1[n:8][c:9]([NH2:11])[n:10]2. Starting materials: Cc1cn2c(CN(CCCCNS(=O)(=O)C(F)(F)F)C(=O)OC(C)(C)C)cccc2n1, CN(C)c1ccncc1, ClC(Cl)Cl, O=C(Cl)C(Cl)(Cl)Cl, [Na+], O=C([O-])O. The product is Cc1nc2cccc(CN(CCCCNS(=O)(=O)C(F)(F)F)C(=O)OC(C)(C)C)n2c1C(=O)C(Cl)(Cl)Cl. Reaction SMILES: [CH3:1][c:2]1[n:3][c:4]2[n:5]([c:6]([CH2:10][N:11]([CH2:12][CH2:13][CH2:14][CH2:15][NH:16][S:17](=[O:18])(=[O:19])[C:20]([F:21])([F:22])[F:23])[C:24](=[O:25])[O:26][C:27]([CH3:28])([CH3:29])[CH3:30])[cH:7][cH:8][cH:9]2)[cH:31]1.[CH3:44][N:45]([CH3:46])[c:47]1[cH:48][cH:49][n:50][cH:51][cH:52]1.[CH:53]([Cl:54])([Cl:55])[Cl:56].[Cl:32][C:33]([C:34](=[O:35])[Cl:36])([Cl:37])[Cl:38].[Na+:39].[OH:40][C:41](=[O:42])[O-:43]>>[CH3:1][c:2]1[n:3][c:4]2[n:5]([c:6]([CH2:10][N:11]([CH2:12][CH2:13][CH2:14][CH2:15][NH:16][S:17](=[O:18])(=[O:19])[C:20]([F:21])([F:22])[F:23])[C:24](=[O:25])[O:26][C:27]([CH3:28])([CH3:29])[CH3:30])[cH:7][cH:8][cH:9]2)[c:31]1[C:34]([C:33]([Cl:32])([Cl:37])[Cl:38])=[O:35].